Dataset: the Open Reaction Database (ORD), a public repository of structured organic reaction records. Task: describe an organic reaction: reactants, conditions, products, and yield Reactants: C(#N)C(C(=O)OCC)=CNC1=NC=CC=C1CCC (ethyl 2-cyano-3-(3-n-propyl-2-pyridylamino)acrylate), N1N=NN=C1C1=CN=C2N(C1=O)C=CC=C2 (3-(1H-tetrazol-5-yl)-4H-pyrido[1,2-a]pyrimidin-4-one). The product is C(CC)C1=CC=CN2C1=NC=C(C2=O)C2=NN=NN2 (9-n-Propyl-3-(1H-tetrazol-5-yl)-4H-pyrido[1,2-a]pyrimidin-4-one). The yield is 27.6%. RXN SMILES: [C:1]([C:3](=[CH:9][NH:10][C:11]1[C:16]([CH2:17][CH2:18][CH3:19])=[CH:15][CH:14]=[CH:13][N:12]=1)[C:4](OCC)=[O:5])#[N:2].[NH:20]1C(C2C(=O)N3C=CC=CC3=NC=2)=N[N:22]=[N:21]1>>[CH2:17]([C:16]1[C:11]2=[N:10][CH:9]=[C:3]([C:1]3[NH:2][N:22]=[N:21][N:20]=3)[C:4](=[O:5])[N:12]2[CH:13]=[CH:14][CH:15]=1)[CH2:18][CH3:19]. Procedure details: The title compound (m.p. 269°-272° with decomposition, 27.6% yield) was prepared from ethyl 2-cyano-3-(3-n-propyl-2-pyridylamino)acrylate in a manner similar to that described for the preparation of 3-(1H-tetrazol-5-yl)-4H-pyrido[1,2-a]pyrimidin-4-one in Example 2 of U.S. Pat. No. 4,122,274. Starting materials: ClCCl, FC(F)(F)c1ccc(Cl)nc1, Cc1ccc([N+](=O)[O-])cc1N, O. Product: Cc1ccc([N+](=O)[O-])cc1Nc1ccc(C(F)(F)F)cn1. As a reaction SMILES: [CH2:24]([Cl:25])[Cl:26].[Cl:12][c:13]1[n:14][cH:15][c:16]([C:19]([F:20])([F:21])[F:22])[cH:17][cH:18]1.[NH2:1][c:2]1[c:3]([CH3:11])[cH:4][cH:5][c:6]([N+:8](=[O:9])[O-:10])[cH:7]1.[OH2:23]>>[NH:1]([c:2]1[c:3]([CH3:11])[cH:4][cH:5][c:6]([N+:8](=[O:9])[O-:10])[cH:7]1)[c:13]1[n:14][cH:15][c:16]([C:19]([F:20])([F:21])[F:22])[cH:17][cH:18]1. Reactants: CN1CCN(c2ccc(Nc3ncc(Br)n4ccnc34)cc2Cl)CC1, O=C([O-])[O-], CC1(C)OB(c2ccc(C(N)=O)cc2)OC1(C)C, ClCCl, [Na+], [Na+], c1ccc(P(c2ccccc2)(c2ccccc2)[Pd](P(c2ccccc2)(c2ccccc2)c2ccccc2)(P(c2ccccc2)(c2ccccc2)c2ccccc2)P(c2ccccc2)(c2ccccc2)c2ccccc2)cc1. Product: CN1CCN(c2ccc(Nc3ncc(-c4ccc(C(N)=O)cc4)n4ccnc34)cc2Cl)CC1. As a reaction SMILES: [Br:1][c:2]1[cH:3][n:4][c:5]([NH:11][c:12]2[cH:13][c:14]([Cl:25])[c:15]([N:18]3[CH2:19][CH2:20][N:21]([CH3:24])[CH2:22][CH2:23]3)[cH:16][cH:17]2)[c:6]2[n:7]1[cH:8][cH:9][n:10]2.[C:44](=[O:45])([O-:46])[O-:47].[CH3:26][C:27]1([CH3:28])[C:29]([CH3:30])([CH3:31])[O:32][B:33]([c:34]2[cH:35][cH:36][c:37]([C:38](=[O:39])[NH2:40])[cH:41][cH:42]2)[O:43]1.[Cl:127][CH2:128][Cl:129].[Na+:48].[Na+:49].[cH:50]1[cH:51][cH:52][c:53]([P:54]([Pd:55]([P:56]([c:57]2[cH:58][cH:59][cH:60][cH:61][cH:62]2)([c:63]2[cH:64][cH:65][cH:66][cH:67][cH:68]2)[c:69]2[cH:70][cH:71][cH:72][cH:73][cH:74]2)([P:75]([c:76]2[cH:77][cH:78][cH:79][cH:80][cH:81]2)([c:82]2[cH:83][cH:84][cH:85][cH:86][cH:87]2)[c:88]2[cH:89][cH:90][cH:91][cH:92][cH:93]2)[P:94]([c:95]2[cH:96][cH:97][cH:98][cH:99][cH:100]2)([c:101]2[cH:102][cH:103][cH:104][cH:105][cH:106]2)[c:107]2[cH:108][cH:109][cH:110][cH:111][cH:112]2)([c:113]2[cH:114][cH:115][cH:116][cH:117][cH:118]2)[c:119]2[cH:120][cH:121][cH:122][cH:123][cH:124]2)[cH:125][cH:126]1>>[c:2]1(-[c:34]2[cH:35][cH:36][c:37]([C:38](=[O:39])[NH2:40])[cH:41][cH:42]2)[cH:3][n:4][c:5]([NH:11][c:12]2[cH:13][c:14]([Cl:25])[c:15]([N:18]3[CH2:19][CH2:20][N:21]([CH3:24])[CH2:22][CH2:23]3)[cH:16][cH:17]2)[c:6]2[n:7]1[cH:8][cH:9][n:10]2. Run in C1CCOC1 (THF), N1=CC=CC=C1 (pyridine). Conditions: temperature 90 celsius, time 8 hour. Yield: 16.4%. The product is CS(=O)(=O)C=1C=C2C=CN(C2=CC1)NC(=O)C=1C(=NC(=NC1)C1=CC(=CC=C1)F)C (2-(3-fluoro-phenyl)-4-methyl-pyrimidine-5-carboxylic acid (5-methanesulfonyl-indol-1-yl)-amide). Reactants: C[Si](C)(C)[N-][Si](C)(C)C.[Na+] (NaHMDS), FC=1C=C(C=CC1)C1=NC=C(C(=N1)C)C(=O)Cl (2-(3-fluoro-phenyl)-4-methyl-pyrimidine-5-carboxylic acid chloride), CS(=O)(=O)C=1C=C2C=CN(C2=CC1)N (5-methanesulfonyl-indol-1-ylamine). Procedure: 2.0 M of NaHMDS (sodium bis(trimethylsilyl)amide) in THF is added to a stirred solution of 2-(3-fluoro-phenyl)-4-methyl-pyrimidine-5-carboxylic acid chloride (0.72 mmol) and 5-methanesulfonyl-indol-1-ylamine (0.72 mmol) and in anhydrous pyridine (10 mL) at rt. The reaction mixture is stirred at 90° C. overnight and then concentrated in vacuo. The residue is purified ny silica gel chromatography eluting with 1.5% MeOH in DCM to afford 2-(3-fluoro-phenyl)-4-methyl-pyrimidine-5-carboxylic acid (5-m... RXN SMILES: C[Si]([N-][Si](C)(C)C)(C)C.[Na+].[F:11][C:12]1[CH:13]=[C:14]([C:18]2[N:23]=[C:22]([CH3:24])[C:21]([C:25](Cl)=[O:26])=[CH:20][N:19]=2)[CH:15]=[CH:16][CH:17]=1.[CH3:28][S:29]([C:32]1[CH:33]=[C:34]2[C:38](=[CH:39][CH:40]=1)[N:37]([NH2:41])[CH:36]=[CH:35]2)(=[O:31])=[O:30]>C1COCC1.N1C=CC=CC=1>[CH3:28][S:29]([C:32]1[CH:33]=[C:34]2[C:38](=[CH:39][CH:40]=1)[N:37]([NH:41][C:25]([C:21]1[C:22]([CH3:24])=[N:23][C:18]([C:14]3[CH:15]=[CH:16][CH:17]=[C:12]([F:11])[CH:13]=3)=[N:19][CH:20]=1)=[O:26])[CH:36]=[CH:35]2)(=[O:31])=[O:30] |f:0.1|. Reactants: BrC1=CC=C(C=C1)NC1=NN(C=C1C(N)=O)C1(CCN(CC1)C(=O)OC(C)(C)C)CC#N (tert-Butyl 4-{3-[(4-bromophenyl)amino]-4-carbamoyl-1H pyrazol-1-yl}-4-(cyanomethyl)piperidine-1-carboxylate), C1CCOC1 (THF), CC1=NOC(=C1B1OC(C(O1)(C)C)(C)C)C (3,5-dimethyl-4-(4,4,5,5-tetramethyl-1,3,2-dioxaborolan-2-yl)isoxazole), C([O-])([O-])=O.[K+].[K+] (potassium carbonate). The reagents and catalysts are C=1C=CC(=CC1)[P](C=2C=CC=CC2)(C=3C=CC=CC3)[Pd]([P](C=4C=CC=CC4)(C=5C=CC=CC5)C=6C=CC=CC6)([P](C=7C=CC=CC7)(C=8C=CC=CC8)C=9C=CC=CC9)[P](C=1C=CC=CC1)(C=1C=CC=CC1)C=1C=CC=CC1 (tetrakis(triphenylphosphine)palladium). Solvent: CO (MeOH), O (water). Product: C(N)(=O)C=1C(=NN(C1)C1(CCN(CC1)C(=O)OC(C)(C)C)CC#N)NC1=CC=C(C=C1)C=1C(=NOC1C)C (tert-Butyl 4-(4-carbamoyl-3-{[4-(3,5-dimethylisoxazol-4-yl)phenyl]amino}-1H-pyrazol-1-yl)-4-(cyanomethyl)piperidine-1-carboxylate). RXN SMILES: Br[C:2]1[CH:7]=[CH:6][C:5]([NH:8][C:9]2[C:13]([C:14](=[O:16])[NH2:15])=[CH:12][N:11]([C:17]3([CH2:30][C:31]#[N:32])[CH2:22][CH2:21][N:20]([C:23]([O:25][C:26]([CH3:29])([CH3:28])[CH3:27])=[O:24])[CH2:19][CH2:18]3)[N:10]=2)=[CH:4][CH:3]=1.[CH3:33][C:34]1[C:38](B2OC(C)(C)C(C)(C)O2)=[C:37]([CH3:48])[O:36][N:35]=1.C(=O)([O-])[O-].[K+].[K+].C1COCC1>CO.C1C=CC([P]([Pd]([P](C2C=CC=CC=2)(C2C=CC=CC=2)C2C=CC=CC=2)([P](C2C=CC=CC=2)(C2C=CC=CC=2)C2C=CC=CC=2)[P](C2C=CC=CC=2)(C2C=CC=CC=2)C2C=CC=CC=2)(C2C=CC=CC=2)C2C=CC=CC=2)=CC=1.O>[C:14]([C:13]1[C:9]([NH:8][C:5]2[CH:6]=[CH:7][C:2]([C:38]3[C:34]([CH3:33])=[N:35][O:36][C:37]=3[CH3:48])=[CH:3][CH:4]=2)=[N:10][N:11]([C:17]2([CH2:30][C:31]#[N:32])[CH2:22][CH2:21][N:20]([C:23]([O:25][C:26]([CH3:29])([CH3:28])[CH3:27])=[O:24])[CH2:19][CH2:18]2)[CH:12]=1)(=[O:16])[NH2:15] |f:2.3.4,^1:65,67,86,105|. Reported procedure: tert-Butyl 4-{3-[(4-bromophenyl)amino]-4-carbamoyl-1H pyrazol-1-yl}-4-(cyanomethyl)piperidine-1-carboxylate (Example #2-2) (50 mg, 0.10 mmol), 3,5-dimethyl-4-(4,4,5,5-tetramethyl-1,3,2-dioxaborolan-2-yl)isoxazole (22 mg, 0.10 mmol), potassium carbonate (55 mg, 0.40 mmol), and tetrakis(triphenylphosphine)palladium (0) (6 mg, 0.005 mmol) was suspended in 2:1 THF:water (1.2 mL) and heated to 100° C. for 16 hours. The mixture was then cooled to ambient temperature, diluted with MeOH, and filtered th... Conditions: temperature 80 celsius. Procedure details: A mixture of aniline (112 mg, 1.35 mmol), 4-(3-bromo-4-chloro-5-nitro-benzenesulfonyl)-5-methylsulfanyl-thiophene-2-carboxylic acid methyl ester ((Example 318: step c) 53 mg, 0.11 mmol), and sodium acetate (16.5 mg, 0.2 mmol) in dioxane (3 mL) was heated at 80° C. for 24 h. The mixture was partitioned between EtOAc (50 mL) and 0.5 N HCl (10 mL) and the organic layer was further extracted with 0.5 N HCl (2×10 mL), NaHCO3 (10 mL), and brine (20 mL). Drying of the solution over sodium sulfate follo... Reactants: NC1=CC=CC=C1 (aniline), COC(=O)C=1SC(=C(C1)S(=O)(=O)C1=CC(=C(C(=C1)[N+](=O)[O-])Cl)Br)SC (4-(3-Bromo-4-chloro-5-nitro-benzenesulfonyl)-5-methylsulfanyl-thiophene-2-carboxylic acid methyl ester), C(C)(=O)[O-].[Na+] (sodium acetate). Reaction SMILES: [NH2:1][C:2]1[CH:7]=[CH:6][CH:5]=[CH:4][CH:3]=1.[CH3:8][O:9][C:10]([C:12]1[S:13][C:14]([S:31][CH3:32])=[C:15]([S:17]([C:20]2[CH:25]=[C:24]([N+:26]([O-:28])=[O:27])[C:23](Cl)=[C:22]([Br:30])[CH:21]=2)(=[O:19])=[O:18])[CH:16]=1)=[O:11].C([O-])(=O)C.[Na+]>O1CCOCC1>[CH3:8][O:9][C:10]([C:12]1[S:13][C:14]([S:31][CH3:32])=[C:15]([S:17]([C:20]2[CH:25]=[C:24]([N+:26]([O-:28])=[O:27])[C:23]([NH:1][C:2]3[CH:7]=[CH:6][CH:5]=[CH:4][CH:3]=3)=[C:22]([Br:30])[CH:21]=2)(=[O:19])=[O:18])[CH:16]=1)=[O:11] |f:2.3|. Product: COC(=O)C=1SC(=C(C1)S(=O)(=O)C1=CC(=C(C(=C1)[N+](=O)[O-])NC1=CC=CC=C1)Br)SC (4-(3-Bromo-5-nitro-4-phenylamino-benzenesulfonyl)-5-methylsulfanyl-thiophene-2-carboxylic acid methyl ester). Isolated yield 97.0%. Solvent: O1CCOCC1 (dioxane). Starting materials: C(C)(=O)OCCOC1=C(C(=CC(=C1)Cl)Cl)C=NO (2-(3,5-dichloro-2-((hydroxyimino)methyl)phenoxy)ethyl acetate). Reagents/catalysts: [Zn] (zinc). Solvent: CC(=O)O (AcOH). Run at temperature 0 celsius, time 1 hour. Product: NCC1=C(OCCO)C=C(C=C1Cl)Cl (2-(2-(aminomethyl)-3,5-dichlorophenoxy)ethanol). RXN SMILES: C([O:4][CH2:5][CH2:6][O:7][C:8]1[CH:13]=[C:12]([Cl:14])[CH:11]=[C:10]([Cl:15])[C:9]=1[CH:16]=[N:17]O)(=O)C>CC(O)=O.[Zn]>[NH2:17][CH2:16][C:9]1[C:10]([Cl:15])=[CH:11][C:12]([Cl:14])=[CH:13][C:8]=1[O:7][CH2:6][CH2:5][OH:4]. Reported procedure: A suspension of 2-(3,5-dichloro-2-((hydroxyimino)methyl)phenoxy)ethyl acetate (1.15 mmol) in 2 mL AcOH was cooled to 0° C. and zinc dust (4.36 mmol) was added. The reaction mixture was stirred at RT for 1 h. It was filtered over a pad of celite and washed with EtOAc and MeOH. The filtrate was conc. and redissolved in water (pH 4 with 2N HCl solution). It was washed once with EtOAc, the ageous phase was basified with 1M NaOH solution, extracted 3 times with EtOAc and DCM. The comb. org. layers we...